This data is from the Open Reaction Database (ORD), a public repository of structured organic reaction records. The task is: describe an organic reaction: reactants, conditions, products, and yield Starting materials: OC1=CC=C(CC2=NC(=NN2C)C2=C(C=CC=C2F)F)C=C1 (5-(4-hydroxybenzyl)-3-(2,6-difluorophenyl)-1-methyl 1H-1,2,4-triazole), C([O-])([O-])=O.[K+].[K+] (potassium carbonate), ClC1=NC=C(C=C1Cl)C(F)(F)F (2,3-dichioro-5-trifluoromethylpyridine), O (water). Solvent: CN(C)C=O (DMF). Conditions: temperature 70 celsius. Product: ClC=1C(=NC=C(C1)C(F)(F)F)OC1=CC=C(CC2=NC(=NN2C)C2=C(C=CC=C2F)F)C=C1 (5-(4-(3-chloro-5-trifluoromethylpyridin-2-yloxy)-benzyl)-3-(2,6-difluorophenyl)-1-methyl-1H-1,2,4-triazole). Yield: 43.1%. Reaction SMILES: [OH:1][C:2]1[CH:22]=[CH:21][C:5]([CH2:6][C:7]2[N:11]([CH3:12])[N:10]=[C:9]([C:13]3[C:18]([F:19])=[CH:17][CH:16]=[CH:15][C:14]=3[F:20])[N:8]=2)=[CH:4][CH:3]=1.C(=O)([O-])[O-].[K+].[K+].Cl[C:30]1[C:35]([Cl:36])=[CH:34][C:33]([C:37]([F:40])([F:39])[F:38])=[CH:32][N:31]=1.O>CN(C=O)C>[Cl:36][C:35]1[C:30]([O:1][C:2]2[CH:3]=[CH:4][C:5]([CH2:6][C:7]3[N:11]([CH3:12])[N:10]=[C:9]([C:13]4[C:18]([F:19])=[CH:17][CH:16]=[CH:15][C:14]=4[F:20])[N:8]=3)=[CH:21][CH:22]=2)=[N:31][CH:32]=[C:33]([C:37]([F:39])([F:38])[F:40])[CH:34]=1 |f:1.2.3|. Procedure details: To a solution of 0.8 g of 5-(4-hydroxybenzyl)-3-(2,6-difluorophenyl)-1-methyl 1H-1,2,4-triazole in 10 ml of DMF at room temperature were added 0.4 g of anhydrous potassium carbonate and 0.63 g of 2,3-dichioro-5-trifluoromethylpyridine and then the suspension solution was heated to 70° C. or 1 hour. After cooling, the reaction mixture was poured into iced water and extracted with ethyl acetate. The ethyl acetate layer was washed with water, dried over magnesium sulfate and concentrated under redu... Reactants: BrC1=CN=C2C=CC(=NC2=C1)Cl (7-bromo-2-chloro-1,5-naphthyridine), N (ammonia), O (water). The solvent is O1CCOCC1 (dioxane). Reaction conditions: temperature 160 celsius, time 24 hour. Product: BrC1=CN=C2C=CC(=NC2=C1)N (7-Bromo-[1,5]naphthyridin-2-ylamine). Isolated yield 79.8%. Reaction SMILES: [Br:1][C:2]1[CH:11]=[C:10]2[C:5]([CH:6]=[CH:7][C:8](Cl)=[N:9]2)=[N:4][CH:3]=1.[NH3:13].O>O1CCOCC1>[Br:1][C:2]1[CH:11]=[C:10]2[C:5]([CH:6]=[CH:7][C:8]([NH2:13])=[N:9]2)=[N:4][CH:3]=1. Reported procedure: In a sealed reactor, 500 mg (1.23 mmol, 1 eq) of 7-bromo-2-chloro-1,5-naphthyridine and 7 mL (41.6 mmol, 33 eq) of 20% aqueous ammonia solution were introduced in 7 mL of dioxane. The mixture was stirred at 160° C. for 24 h. The mixture was allowed to reach rt and water was added. Aqueous layer was extracted with ethyl acetate. Organic layers were dried over Na2SO4, filtered and evaporated to dryness. The residue was purified by column chromatography using methylene chloride and then methylene c...